This data is from the Open Reaction Database (ORD), a public repository of structured organic reaction records. The task is: describe an organic reaction: reactants, conditions, products, and yield The reactants are ClC1=CC=C(C=C1)C1=NC2=C(N1C(COCC1CCCCC1)C1CCCCC1)C=C(C(=C2)F)F (2-(4-Chloro-phenyl)-1-(1-cyclohexyl-2-cyclohexylmethoxy-ethyl)-5,6-difluoro-1H-benzoimidazole), ClC1=CC=C(C=C1)C1=NC2=C(N1C(COCC1CCCCC1)C1CCCCC1)C=C(C(=C2)F)F (2-(4-Chloro-phenyl)-1-(1-cyclohexyl-2-cyclohexylmethoxy-ethyl)-5,6-difluoro-1H-benzoimidazole), C(C)OC(=O)C1(CCC1)OC1=CC=C(C=C1)O (1-(4-hydroxy-phenoxy)-cyclobutanecarboxylic acid ethyl ester), C(CCC)P(CCCC)CCCC (tri-n-butylphosphin), CN(C(=O)N=NC(=O)N(C)C)C (N,N,N′,N′-tetramethylazodicarboxamide). Product: C(C)OC(=O)C1(CCC1)OC1=CC=C(C=C1)OCC(C1CCCCC1)N1C(=NC2=C1C=C(C(=C2)F)F)C2=CC=C(C=C2)Cl (1-(4-{2-[2-(4-Chloro-phenyl)-5,6-difluoro-benzoimidazol-1-yl]-2-cyclohexyl-ethoxy}-phenoxy)-cyclobutanecarboxylic acid ethyl ester). RXN SMILES: [Cl:1][C:2]1[CH:7]=[CH:6][C:5]([C:8]2[N:12]([CH:13]([CH:23]3[CH2:28][CH2:27][CH2:26][CH2:25][CH2:24]3)[CH2:14][O:15]CC3CCCCC3)[C:11]3[CH:29]=[C:30]([F:34])[C:31]([F:33])=[CH:32][C:10]=3[N:9]=2)=[CH:4][CH:3]=1.[CH2:35]([O:37][C:38]([C:40]1([O:44][C:45]2[CH:50]=[CH:49][C:48](O)=[CH:47][CH:46]=2)[CH2:43][CH2:42][CH2:41]1)=[O:39])[CH3:36].C(P(CCCC)CCCC)CCC.CN(C)C(N=NC(N(C)C)=O)=O>>[CH2:35]([O:37][C:38]([C:40]1([O:44][C:45]2[CH:50]=[CH:49][C:48]([O:15][CH2:14][CH:13]([N:12]3[C:11]4[CH:29]=[C:30]([F:34])[C:31]([F:33])=[CH:32][C:10]=4[N:9]=[C:8]3[C:5]3[CH:4]=[CH:3][C:2]([Cl:1])=[CH:7][CH:6]=3)[CH:23]3[CH2:28][CH2:27][CH2:26][CH2:25][CH2:24]3)=[CH:47][CH:46]=2)[CH2:43][CH2:42][CH2:41]1)=[O:39])[CH3:36]. Procedure: The title compound was prepared in analogy to Example 4, intermediate, from 2-[2-(4-chloro-phenyl)-5,6-difluoro-benzoimidazol-1-yl]-2-cyclohexyl-ethanol (Example 1, intermediate c), 1-(4-hydroxy-phenoxy)-cyclobutanecarboxylic acid ethyl ester (CAS RN: 879094-83-4), tri-n-butylphosphin and N,N,N′,N′-tetramethylazodicarboxamide. The compound was purified by silica gel chromatography using a MPLC system (CombiFlash Companion, Isco Inc.) eluting with a gradient of n-heptane:ethyl acetate (100:0 to 7... Starting materials: O (Water), Cl.C(C=C)N1C(CNCC1)=O (1-(2-propenyl)-2-piperazinone hydrochloride), C(C)(C)N(CC)C(C)C (diisopropylethylamine), CC(C)N=C=O (2-propylisocyanate). Run in ClCCl (dichloromethane). Conditions: time 18 hour. The product is C(C=C)N1C(CN(CC1)C(NC(C)C)=O)=O (1-(2-propenyl)-4-(N-2-propylcarbamoyl)-2-piperazinone). As a reaction SMILES: Cl.[CH2:2]([N:5]1[CH2:10][CH2:9][NH:8][CH2:7][C:6]1=[O:11])[CH:3]=[CH2:4].C(N(C(C)C)CC)(C)C.[CH3:21][CH:22]([N:24]=[C:25]=[O:26])[CH3:23].O>ClCCl>[CH2:2]([N:5]1[CH2:10][CH2:9][N:8]([C:25](=[O:26])[NH:24][CH:22]([CH3:23])[CH3:21])[CH2:7][C:6]1=[O:11])[CH:3]=[CH2:4] |f:0.1|. Procedure details: To a stirred solution of 1-(2-propenyl)-2-piperazinone hydrochloride (7.9 g, 44 mmol) and diisopropylethylamine (8 mL, 46 mmol) in dichloromethane (100 mL) was added 2-propylisocyanate (5.6 g, 66 mmol). The mixture was stirred at ambient temperature for 18 h. Water (75 mL) was added, and the organic layer was collected, dried (MgSO4), filtered. The solvent was removed in vacuo and the residue was purified by silica gel column chromatography using a gradient elution of 2%, 3%, 4% MeOH in CH2Cl2. ...